describe an organic reaction: reactants, conditions, products, and yield From a dataset of the Open Reaction Database (ORD), a public repository of structured organic reaction records. Reactants: CC1=C(NC2=C1C(N(CCC2)CCN2CCOCC2)=O)C=O (3-methyl-5-(2-morpholin-4-yl-ethyl)-4-oxo-1,4,5,6,7,8-hexahydro-pyrrolo[3,2-c]azepine-2-carbaldehyde), FC=1C=C2CC(NC2=CC1NCC1=CC=C(C=C1)F)=O (5-fluoro-6-(4-fluoro-benzylamino)-1,3-dihydro-indol-2-one). Product: FC=1C=C2/C(/C(NC2=CC1NCC1=CC=C(C=C1)F)=O)=C/C1=C(C=2C(N(CCCC2N1)CCN1CCOCC1)=O)C ((Z)-2-[5-fluoro-6-(4-fluoro-benzylamino)-2-oxo-1,2-dihydro-indol-3-ylidenemethyl]-3-methyl-5-(2-morpholin-4-yl-ethyl)-5,6,7,8-tetrahydro-1H-pyrrolo[3,2-c]azepin-4-one). Isolated yield 69.0%. Reaction SMILES: [CH3:1][C:2]1[C:6]2[C:7](=[O:20])[N:8]([CH2:12][CH2:13][N:14]3[CH2:19][CH2:18][O:17][CH2:16][CH2:15]3)[CH2:9][CH2:10][CH2:11][C:5]=2[NH:4][C:3]=1[CH:21]=O.[F:23][C:24]1[CH:25]=[C:26]2[C:30](=[CH:31][C:32]=1[NH:33][CH2:34][C:35]1[CH:40]=[CH:39][C:38]([F:41])=[CH:37][CH:36]=1)[NH:29][C:28](=[O:42])[CH2:27]2>>[F:23][C:24]1[CH:25]=[C:26]2[C:30](=[CH:31][C:32]=1[NH:33][CH2:34][C:35]1[CH:40]=[CH:39][C:38]([F:41])=[CH:37][CH:36]=1)[NH:29][C:28](=[O:42])/[C:27]/2=[CH:21]\[C:3]1[NH:4][C:5]2[CH2:11][CH2:10][CH2:9][N:8]([CH2:12][CH2:13][N:14]3[CH2:15][CH2:16][O:17][CH2:18][CH2:19]3)[C:7](=[O:20])[C:6]=2[C:2]=1[CH3:1]. Procedure: The title compound was prepared under the same conditions as described in step 4 of Example 10 with 3-methyl-5-(2-morpholin-4-yl-ethyl)-4-oxo-1,4,5,6,7,8-hexahydro-pyrrolo[3,2-c]azepine-2-carbaldehyde 10c obtained from step 3 of Example 10 and 5-fluoro-6-(4-fluoro-benzylamino)-1,3-dihydro-indol-2-one 3e obtained from step 4 of Example 3 as starting materials to obtain (Z)-2-[5-fluoro-6-(4-fluoro-benzylamino)-2-oxo-1,2-dihydro-indol-3-ylidenemethyl]-3-methyl-5-(2-morpholin-4-yl-ethyl)-5,6,7,8-tet... Yields the product N1C(NC=2N=CNC2C1=O)=O (1H-purine-2,6(3H,7H)-dione). The reactants are ClC1=CC=C(CN2C(=NC=3N(C(NC(C23)=O)=O)C)OC2=CC(=CC=C2)OC(F)(F)F)C=C1 (7-(4-chlorobenzyl)-3-methyl-8-(3-(trifluoromethoxy)phenoxy)-1H-purine-2,6(3H,7H)-dione), C([O-])([O-])=O.[K+].[K+] (potassium carbonate), BrCCCO[Si](C)(C)C(C)(C)C ((3-bromopropoxy)(tert-butyl)dimethylsilane). Procedure details: Step 1 7-(4-chlorobenzyl)-3-methyl-8-(3-(trifluoromethoxy)phenoxy)-1H-2,6(3H,7H)-dione (3.73 g, 7.99 mmol, intermediate 9) and potassium carbonate (1.66 g, 11.99 mmol) were combined in DMF (56 mL) and (3-bromopropoxy)(tert-butyl)dimethylsilane (2.43 g, 9.59 mmol) was added. The reaction was heated at 100° C. After heating for 3 h the reaction was cooled, diluted with water (200 mL) and extracted with ethyl acetate (3×200 ml). The combined extracts were washed with 1N lithium chloride (2×100 mL),... Solvent: CN(C)C=O (DMF), O (water). RXN SMILES: ClC1C=CC(C[N:7]2[C:15]3[C:14](=[O:16])[NH:13][C:12](=[O:17])[N:11](C)[C:10]=3[N:9]=[C:8]2OC2C=CC=C(OC(F)(F)F)C=2)=CC=1.C(=O)([O-])[O-].[K+].[K+].BrCCCO[Si](C(C)(C)C)(C)C>CN(C=O)C.O>[NH:13]1[C:14](=[O:16])[C:15]2[NH:7][CH:8]=[N:9][C:10]=2[NH:11][C:12]1=[O:17] |f:1.2.3|. Run at temperature 100 celsius.